Dataset: the Open Reaction Database (ORD), a public repository of structured organic reaction records. Task: describe an organic reaction: reactants, conditions, products, and yield Starting materials: [OH-].[Na+] (NaOH), BrC=1C(=C(C(=O)O)C=CC1)C (3-bromo-2-methylbenzoic acid), S(=O)(Cl)Cl (thionyl chloride), [OH-].[Na+] (NaOH). Reaction conditions: temperature 76 celsius. Product: BrC=1C(=C(C(=O)Cl)C=CC1)C (3-bromo-2-methylbenzoyl chloride). As a reaction SMILES: [Br:1][C:2]1[C:3]([CH3:11])=[C:4]([CH:8]=[CH:9][CH:10]=1)[C:5](O)=[O:6].S(Cl)([Cl:14])=O.[OH-].[Na+]>>[Br:1][C:2]1[C:3]([CH3:11])=[C:4]([CH:8]=[CH:9][CH:10]=1)[C:5]([Cl:14])=[O:6] |f:2.3|. Procedure details: To a 1 L, one-necked flask equipped with a magnetic stir bar and reflux condenser, was added 3-bromo-2-methylbenzoic acid 1 (200 g, 0.93 mol) and thionyl chloride (202 mL, 2.79 mol). The reactor was attached to aqueous NaOH solution scrubber (the amount of NaOH was not listed above) and heated to 76° C. for 90 min. At this point, all the solid had dissolved. GC analysis indicated that the reaction was complete. The batch was cooled to ambient temperature and concentrated under reduced pressure t... Starting materials: FC(OC1=CC=C(C=C1)B(O)O)(F)F (4-trifluoromethoxylbenzeneboronic acid), BrC1=CC=C(N)C=C1 (p-bromoaniline), C([O-])([O-])=O.[K+].[K+] (potassium carbonate), aqueous solution. Reagents/catalysts: C1=CC=C(C=C1)[PH+](C2=CC=CC=C2)[C]3[CH][CH][CH][CH]3.C1=CC=C(C=C1)[PH+](C2=CC=CC=C2)[C]3[CH][CH][CH][CH]3.C(Cl)Cl.Cl[Pd]Cl.[Fe] (dichloro[1,1′-bis(diphenylphosphino)ferrocene]palladium(II) dichloromethane adduct), C1(=CC=CC=C1)P([C-]1C=CC=C1)C1=CC=CC=C1.[C-]1(C=CC=C1)P(C1=CC=CC=C1)C1=CC=CC=C1.[Fe+2] (1,1′-bis(diphenylphosphino)ferrocene). Solvent: O1CCOCC1 (1,4-dioxane), O (water). Yields the product FC(OC1=CC=C(C=C1)C1=CC=C(C=C1)N)(F)F (4′-Trifluoromethoxy-biphenyl-4-ylamine). The yield is 47.7%. As a reaction SMILES: [F:1][C:2]([F:14])([F:13])[O:3][C:4]1[CH:9]=[CH:8][C:7](B(O)O)=[CH:6][CH:5]=1.Br[C:16]1[CH:22]=[CH:21][C:19]([NH2:20])=[CH:18][CH:17]=1.C(=O)([O-])[O-].[K+].[K+]>O1CCOCC1.O.C1C=CC([PH+]([C]2[CH][CH][CH][CH]2)C2C=CC=CC=2)=CC=1.C1C=CC([PH+]([C]2[CH][CH][CH][CH]2)C2C=CC=CC=2)=CC=1.C(Cl)Cl.Cl[Pd]Cl.[Fe].C1(P(C2C=CC=CC=2)[C-]2C=CC=C2)C=CC=CC=1.[C-]1(P(C2C=CC=CC=2)C2C=CC=CC=2)C=CC=C1.[Fe+2]>[F:1][C:2]([F:14])([F:13])[O:3][C:4]1[CH:9]=[CH:8][C:7]([C:16]2[CH:22]=[CH:21][C:19]([NH2:20])=[CH:18][CH:17]=2)=[CH:6][CH:5]=1 |f:2.3.4,7.8.9.10.11,12.13.14,^1:40,41,42,43,44,58,59,60,61,62|. Procedure: A mixture of 4-trifluoromethoxylbenzeneboronic acid (300 mg, 1.45 mmol), p-bromoaniline (100 mg, 0.58 mmol), dichloro[1,1′-bis(diphenylphosphino)ferrocene]palladium(II) dichloromethane adduct (24 mg,0.029 mmol), 1,1′-bis(diphenylphosphino)ferrocene (16 mg, 0.029 mmol) and potassium carbonate (0.58 ml of a 2M aqueous solution, 1.16 mmol) in 5 ml 1,4-dioxane was heated at reflux under nitrogen for 20 hr. The reaction mixture was cooled to room temperature, diluted with 40 ml water and extracted wi... Reagents/catalysts: FC(C(=O)O)(F)F (Trifluoroacetic acid). Conditions: time 18 hour. Run in ClCCl (dichloromethane). The yield is 77.6%. Yields the product FC1=C(C=2C3=C(NC2C=C1)CCC3)F (7,8-Difluoro-1,2,3,4-tetrahydrocyclopent[b]indole). The reactants are FC1=C(C2(C3C(NC2C=C1)CCC3)O)F (7,8-difluoro-1,2,3,3a,4,8a-hexahydro-8a-hydroxy-cyclopent[b]indole), C(O)([O-])=O.[Na+] (sodium hydrogen carbonate). Reaction SMILES: [F:1][C:2]1[CH:10]=[CH:9][CH:8]2[C:4](O)([CH:5]3[CH2:13][CH2:12][CH2:11][CH:6]3[NH:7]2)[C:3]=1[F:15].C(=O)([O-])O.[Na+]>ClCCl.FC(F)(F)C(O)=O>[F:1][C:2]1[CH:10]=[CH:9][C:8]2[NH:7][C:6]3[CH2:11][CH2:12][CH2:13][C:5]=3[C:4]=2[C:3]=1[F:15] |f:1.2|. Procedure details: A stirred solution of 7,8-difluoro-1,2,3,3a,4,8a-hexahydro-8a-hydroxy-cyclopent[b]indole (1.1 g, 5.2 mmol), in dichloromethane (150 mL) was cooled to 0° C. Trifluoroacetic acid (20 drops) was added and the reaction mixture was stirred at room temperature for 18 h. The reaction mixture was poured onto saturated sodium hydrogen carbonate solution (20 mL) and extracted with dichloromethane (3×50 mL). The organic extracts were combined, dried (magnesium sulfate), filtered, concentrated in vacuo and ... Reactants: aldehyde, CCCCCC (hexane), CC(CCCC)CC=O (hex-2-yl acetaldehyde), S([O-])(O)=O.[Na+] (sodium bisulfite), [C-]#N.[Na+] (sodium cyanide). Solvent: O (water), O (water). Reaction conditions: time 30 minute. Yields the product C12C(CCC2C1)CCC(O)C#N (1-(bicyclo[3.1.0]hex-2-yl)-3-cyano-3-hydroxypropane). As a reaction SMILES: [CH3:1][CH2:2][CH2:3][CH2:4][CH2:5][CH3:6].C[CH:8]([CH2:13][CH:14]=[O:15])CCCC.S(=O)(O)[O-].[Na+].[C-:21]#[N:22].[Na+]>O>[CH:3]12[CH2:1][CH:2]1[CH2:6][CH2:5][CH:4]2[CH2:8][CH2:13][CH:14]([C:21]#[N:22])[OH:15] |f:2.3,4.5|. Procedure details: 0.01 Mole of exobicyclo[3.1.0]hex-2-yl acetaldehyde and 0.01 mole of sodium bisulfite are stirred in 20 ml. of water at room temperature until all of the aldehyde is dissolved. 0.02 Mole of sodium cyanide in 5 ml. of water is then added and the mixture stirred for 30 minutes at room temperature. The solution is then extracted three times with ethyl acetate and the combined ethyl acetate extract dried over anhydrous magnesium sulfate, filtered and then evaporated under vacuum to remove the solven... Reactants: FC1=C(CN2N=C(C=3C2=NC=CC3)C=3N=C(C2=C(N3)NN=N2)N)C=CC=C1 (5-[1-(2-Fluorobenzyl)-1H-pyrazolo[3,4-b]pyridin-3-yl]-3H-[1,2,3]triazolo[4,5-d]pyrimidin-7-amine), CCN(CC)P1(=NC(C)(C)C)N(CCCN1C)C (BEMP), ClC(S(=O)(=O)OCC(F)(F)F)(Cl)Cl (2,2,2-trifluoroethyl trichloromethanesulfonate). Run in CN(C=O)C (dimethylformamide), CN(C=O)C (dimethylformamide). Conditions: time 16 hour. Yields the product FC1=C(CN2N=C(C=3C2=NC=CC3)C=3N=C(C2=C(N3)N(N=N2)CC(F)(F)F)N)C=CC=C1 (5-[1-(2-Fluorobenzyl)-1H-pyrazolo[3,4-b]pyridin-3-yl]-3-(2,2,2-trifluoroethyl)-3H-[1,2,3]triazolo[4,5-d]pyrimidin-7-amine). Isolated yield 12.0%. As a reaction SMILES: [F:1][C:2]1[CH:27]=[CH:26][CH:25]=[CH:24][C:3]=1[CH2:4][N:5]1[C:9]2=[N:10][CH:11]=[CH:12][CH:13]=[C:8]2[C:7]([C:14]2[N:15]=[C:16]([NH2:23])[C:17]3[N:22]=[N:21][NH:20][C:18]=3[N:19]=2)=[N:6]1.CCN(P1(N(C)CCCN1C)=NC(C)(C)C)CC.ClC(Cl)(Cl)S(O[CH2:52][C:53]([F:56])([F:55])[F:54])(=O)=O>CN(C)C=O>[F:1][C:2]1[CH:27]=[CH:26][CH:25]=[CH:24][C:3]=1[CH2:4][N:5]1[C:9]2=[N:10][CH:11]=[CH:12][CH:13]=[C:8]2[C:7]([C:14]2[N:15]=[C:16]([NH2:23])[C:17]3[N:22]=[N:21][N:20]([CH2:52][C:53]([F:56])([F:55])[F:54])[C:18]=3[N:19]=2)=[N:6]1. Reported procedure: 150 mg (0.415 mmol) of the compound from example 53 and 113 mg (0.0415 mmol) of BEMP were initially charged in 7 ml of dimethylformamide, and a solution of 117 mg (0.415 mmol) of 2,2,2-trifluoroethyl trichloromethanesulfonate in 2.5 ml of dimethylformamide was added dropwise at 0° C. within 10 min. The mixture was stirred at RT for 16 h. Subsequently, the reaction solution was concentrated under reduced pressure and the residue was purified by means of preparative HPLC (eluent: acetonitrile/wate... The reactants are COC(C)(C)C, COC(=O)C(Cc1cccc(OCC(F)COc2ccc(Cl)cc2C#N)c1)OC(C)C, Cl, [Na+], C1CCOC1, [OH-], O. Product: CC(C)OC(Cc1cccc(OCC(F)COc2ccc(Cl)cc2C#N)c1)C(=O)O. Reaction SMILES: [C:34]([O:35][CH3:36])([CH3:37])([CH3:38])[CH3:39].[Cl:1][c:2]1[cH:3][c:4]([C:30]#[N:31])[c:5]([O:6][CH2:7][CH:8]([CH2:9][O:10][c:11]2[cH:12][c:13]([CH2:17][CH:18]([C:19](=[O:20])[O:21][CH3:22])[O:23][CH:24]([CH3:25])[CH3:26])[cH:14][cH:15][cH:16]2)[F:27])[cH:28][cH:29]1.[ClH:40].[Na+:33].[O:41]1[CH2:42][CH2:43][CH2:44][CH2:45]1.[OH-:32].[OH2:46]>>[Cl:1][c:2]1[cH:3][c:4]([C:30]#[N:31])[c:5]([O:6][CH2:7][CH:8]([CH2:9][O:10][c:11]2[cH:12][c:13]([CH2:17][CH:18]([C:19](=[O:20])[OH:21])[O:23][CH:24]([CH3:25])[CH3:26])[cH:14][cH:15][cH:16]2)[F:27])[cH:28][cH:29]1. Starting materials: OC1=CC=C(C=C1)C(C)(C)C1=CC=C(C=C1)O (bis-phenol A), OC1=CC=C(C=C1)C(C)(C)C1=CC=C(C=C1)O (bis-phenol A), CN(CCCN)C (N,N-dimethyl-1,3-propanediamine), OC1=CC=C(C=C1)C(C)(C)C1=CC=C(C=C1)O (bis-phenol A), C(CC)(N)N (propanediamine), C(C)O (ethanol), C(C)O (ethanol). Run in C(C)O.O (ethanol water), C(C)O.O (ethanol water). Yields the product CN(C(CC)N)C (N,N-dimethylpropanediamine), OC1=CC=C(C=C1)C(C)(C)C1=CC=C(C=C1)O (bis-phenol A). Reaction SMILES: [OH:1][C:2]1[CH:7]=[CH:6][C:5]([C:8]([C:11]2[CH:16]=[CH:15][C:14]([OH:17])=[CH:13][CH:12]=2)([CH3:10])[CH3:9])=[CH:4][CH:3]=1.C(O)C.[CH3:21][N:22]([CH3:27])[CH2:23][CH2:24][CH2:25]N.C(N)([NH2:31])CC>C(O)C.O>[CH3:21][N:22]([CH3:27])[CH:23]([NH2:31])[CH2:24][CH3:25].[OH:1][C:2]1[CH:3]=[CH:4][C:5]([C:8]([C:11]2[CH:12]=[CH:13][C:14]([OH:17])=[CH:15][CH:16]=2)([CH3:10])[CH3:9])=[CH:6][CH:7]=1 |f:4.5|. Procedure details: A 0.05 mole sample of bis-phenol A was dissolved in an ethanol-water solution containing 95% ethanol. This solution then was added dropwise to a 0.05 mole fraction of N,N-dimethyl-1,3-propanediamine sample dispersed in 50 milliliters of an ethanol-water solution containing 95% ethanol. The addition of the bis-phenol A fraction to the propanediamine sample was at room temperature (70° F.) over a 15 minute period. There was a slight exotherm during the addition. After all the bis-phenol A was adde... As a reaction SMILES: [CH2:1]([CH3:2])[O:3][C:4](=[O:5])[c:6]1[n:7][cH:8][c:9]2[nH:10][c:11]3[cH:12][cH:13][cH:14][cH:15][c:16]3[c:17]2[n:18]1.[CH3:29][C:30](=[O:31])[OH:32].[I+2:24]([OH:25])([O-:26])[O-:27].[I:28].[OH2:33].[S:19](=[O:20])(=[O:21])([OH:22])[OH:23]>>[CH2:1]([CH3:2])[O:3][C:4](=[O:5])[c:6]1[n:7][cH:8][c:9]2[nH:10][c:11]3[cH:12][cH:13][c:14]([I:24])[cH:15][c:16]3[c:17]2[n:18]1. Product: CCOC(=O)c1ncc2[nH]c3ccc(I)cc3c2n1. Starting materials: CCOC(=O)c1ncc2[nH]c3ccccc3c2n1, CC(=O)O, [O-][I+2]([O-])O, I, O, O=S(=O)(O)O.